From a dataset of the Open Reaction Database (ORD), a public repository of structured organic reaction records. describe an organic reaction: reactants, conditions, products, and yield Reaction SMILES: [NH2:1][C:2]1[N:7]=[C:6]([Cl:8])[N:5]=[C:4](Cl)[N:3]=1.[OH-:10].[Na+]>O>[NH2:1][C:2]1[N:7]=[C:6]([Cl:8])[N:5]=[C:4]([OH:10])[N:3]=1 |f:1.2|. Product: NC1=NC(=NC(=N1)Cl)O (2-Amino-4-chloro-6-hydroxy-s-triazine). Conditions: time 15 hour. The reactants are NC1=NC(=NC(=N1)Cl)Cl (2-Amino-4,6-dichloro-s-triazine), [OH-].[Na+] (sodium hydroxide). Run in O (water). Procedure: 2-Amino-4,6-dichloro-s-triazine 16.5 g, 0.1 mol) was suspended in 250 mL of water containing sodium hydroxide (4.4 g,0.11 mol), and the mixture was stirred at room temperature for 15 h. The mixture was filtered to remove 5.0 g of unreacted starting material before the cooled (0°-5° C.), clear, colorless filtrate was neutralized (pH 6.8-7.0) with glacial acetic acid. The white solid that separated was collected, washed with cold water (5×25 mL), and dried. It was crystallized from hot water to yi...